Dataset: the Open Reaction Database (ORD), a public repository of structured organic reaction records. Task: describe an organic reaction: reactants, conditions, products, and yield Starting materials: C(=O)(Cl)Cl (phosgene), formula II, C1(OCCO1)=O (ethylene carbonate), ClCCOC1=C(C=CC=C1)S(=O)(=O)N (2-(2-chloroethoxy)-benzenesulfonamide), ClC1=CC=C(C=C1)O (4-chlorophenol), OCCOC1=C(C=CC=C1)Cl (2-(2-hydroxyethoxy)-chlorobenzene), formula III. The product is ClCCOC1=C(C=CC=C1)Cl (2-(2-chloroethoxy)-chlorobenzene), formula IV. As a reaction SMILES: [Cl:1][CH2:2][CH2:3][O:4][C:5]1[CH:10]=[CH:9][CH:8]=[CH:7][C:6]=1S(N)(=O)=O.[Cl:15]C1C=CC(O)=CC=1.C1(=O)OCCO1.OCCOC1C=CC=CC=1Cl.C(Cl)(Cl)=O>>[Cl:1][CH2:2][CH2:3][O:4][C:5]1[CH:10]=[CH:9][CH:8]=[CH:7][C:6]=1[Cl:15]. Procedure: A process for the preparation of 2-(2-chloroethoxy)-benzenesulfonamide of formula I ##STR15## which process comprises the etherification of 4-chlorophenol of formula II ##STR16## with ethylene carbonate at a temperature between +130° C. and +150° C. and chlorination of the resulting 2-(2-hydroxyethoxy)-chlorobenzene of formula III ##STR17## with phosgene at a temperature between +70° C. and +90° C. to give 2-(2-chloroethoxy)-chlorobenzene of formula IV ##STR18## which is converted with chlorosul... Reactants: CC(=O)c1ccc(C(=O)O)s1, CCN=C=NCCCN(C)C, CNOC, CN1CCOCC1, Cl, O, On1nnc2ccccc21. The product is CON(C)C(=O)c1ccc(C(C)=O)s1. Reaction SMILES: [C:1]([CH3:2])(=[O:3])[c:4]1[cH:5][cH:6][c:7]([C:9](=[O:10])[OH:11])[s:8]1.[CH3:12][CH2:13][N:14]=[C:15]=[N:16][CH2:17][CH2:18][CH2:19][N:20]([CH3:21])[CH3:22].[CH3:34][NH:35][O:36][CH3:37].[CH3:38][N:39]1[CH2:40][CH2:41][O:42][CH2:43][CH2:44]1.[ClH:33].[OH2:45].[OH:23][n:24]1[c:25]2[c:26]([cH:27][cH:28][cH:29][cH:30]2)[n:31][n:32]1>>[C:1]([CH3:2])(=[O:3])[c:4]1[cH:5][cH:6][c:7]([C:9](=[O:11])[N:35]([CH3:34])[O:36][CH3:37])[s:8]1. The reactants are [BH4-], CN, CO, O=Cc1sc2c(F)cccc2c1Cl, [Na+]. Yields the product CNCc1sc2c(F)cccc2c1Cl. RXN SMILES: [BH4-:14].[CH3:16][NH2:17].[CH3:18][OH:19].[Cl:1][c:2]1[c:3]2[c:4]([s:5][c:6]1[CH:7]=[O:8])[c:9]([F:13])[cH:10][cH:11][cH:12]2.[Na+:15]>>[Cl:1][c:2]1[c:3]2[c:4]([s:5][c:6]1[CH2:7][NH:17][CH3:16])[c:9]([F:13])[cH:10][cH:11][cH:12]2. Starting materials: CC(C)c1c(C(=O)NCc2ccc(F)c(F)c2)c2ccc(O)cc2n1Cc1ccccc1, CN(C)C(=O)Cl, c1ccncc1. The product is CC(C)c1c(C(=O)NCc2ccc(F)c(F)c2)c2ccc(OC(=O)N(C)C)cc2n1Cc1ccccc1. RXN SMILES: [CH2:1]([c:2]1[cH:3][cH:4][cH:5][cH:6][cH:7]1)[n:8]1[c:9]([CH:30]([CH3:31])[CH3:32])[c:10]([C:18](=[O:19])[NH:20][CH2:21][c:22]2[cH:23][c:24]([F:29])[c:25]([F:28])[cH:26][cH:27]2)[c:11]2[cH:12][cH:13][c:14]([OH:17])[cH:15][c:16]12.[CH3:33][N:34]([C:35](=[O:36])[Cl:37])[CH3:38].[cH:39]1[cH:40][cH:41][n:42][cH:43][cH:44]1>>[CH2:1]([c:2]1[cH:3][cH:4][cH:5][cH:6][cH:7]1)[n:8]1[c:9]([CH:30]([CH3:31])[CH3:32])[c:10]([C:18](=[O:19])[NH:20][CH2:21][c:22]2[cH:23][c:24]([F:29])[c:25]([F:28])[cH:26][cH:27]2)[c:11]2[cH:12][cH:13][c:14]([O:17][C:35]([N:34]([CH3:33])[CH3:38])=[O:36])[cH:15][c:16]12. Starting materials: COC(=O)CN(C(=O)CCc1nc2c(F)c(F)cc(F)c2s1)c1ccccc1, [Na+], C1COCCO1, [OH-], O. The product is O=C(O)CN(C(=O)CCc1nc2c(F)c(F)cc(F)c2s1)c1ccccc1. Reaction SMILES: [CH3:1][O:2][C:3]([CH2:4][N:5]([c:6]1[cH:7][cH:8][cH:9][cH:10][cH:11]1)[C:12]([CH2:13][CH2:14][c:15]1[s:16][c:17]2[c:18]([n:19]1)[c:20]([F:26])[c:21]([F:25])[cH:22][c:23]2[F:24])=[O:27])=[O:28].[Na+:30].[O:32]1[CH2:33][CH2:34][O:35][CH2:36][CH2:37]1.[OH-:29].[OH2:31]>>[O:2]=[C:3]([CH2:4][N:5]([c:6]1[cH:7][cH:8][cH:9][cH:10][cH:11]1)[C:12]([CH2:13][CH2:14][c:15]1[s:16][c:17]2[c:18]([n:19]1)[c:20]([F:26])[c:21]([F:25])[cH:22][c:23]2[F:24])=[O:27])[OH:28].